From a dataset of the Open Reaction Database (ORD), a public repository of structured organic reaction records. describe an organic reaction: reactants, conditions, products, and yield Starting materials: CCNC(C)CC, O=C(O)c1cc(-c2ccccc2Cl)nc2ccccc12, O=S(Cl)Cl. Yields the product CCC(C)N(CC)C(=O)c1cc(-c2ccccc2Cl)nc2ccccc12. Reaction SMILES: [CH2:21]([CH3:22])[NH:23][CH:24]([CH3:25])[CH2:26][CH3:27].[Cl:1][c:2]1[c:3](-[c:8]2[n:9][c:10]3[cH:11][cH:12][cH:13][cH:14][c:15]3[c:16]([C:18](=[O:19])[OH:20])[cH:17]2)[cH:4][cH:5][cH:6][cH:7]1.[S:28]([Cl:29])([Cl:30])=[O:31]>>[Cl:1][c:2]1[c:3](-[c:8]2[n:9][c:10]3[cH:11][cH:12][cH:13][cH:14][c:15]3[c:16]([C:18](=[O:20])[N:23]([CH2:21][CH3:22])[CH:24]([CH3:25])[CH2:26][CH3:27])[cH:17]2)[cH:4][cH:5][cH:6][cH:7]1. The reactants are COc1ccc2c(c1)c(CC(=O)O)c(C)n2C(=O)c1ccc(Cl)cc1, CCN(C(C)C)C(C)C, CN(C)C=O, NCCCCO, On1nnc2ccccc21. Product: COc1ccc2c(c1)c(CC(=O)NCCCCO)c(C)n2C(=O)c1ccc(Cl)cc1. Reaction SMILES: [CH3:1][O:2][c:3]1[cH:4][cH:5][c:6]2[n:7]([C:8](=[O:9])[c:10]3[cH:11][cH:12][c:13]([Cl:14])[cH:15][cH:16]3)[c:17]([CH3:18])[c:19]([CH2:20][C:21]([OH:22])=[O:23])[c:24]2[cH:25]1.[CH:42]([N:43]([CH2:44][CH3:45])[CH:46]([CH3:47])[CH3:48])([CH3:49])[CH3:50].[O:51]=[CH:52][N:53]([CH3:54])[CH3:55].[OH:26][CH2:27][CH2:28][CH2:29][CH2:30][NH2:31].[OH:32][n:33]1[c:34]2[c:35]([cH:36][cH:37][cH:38][cH:39]2)[n:40][n:41]1>>[CH3:1][O:2][c:3]1[cH:4][cH:5][c:6]2[n:7]([C:8](=[O:9])[c:10]3[cH:11][cH:12][c:13]([Cl:14])[cH:15][cH:16]3)[c:17]([CH3:18])[c:19]([CH2:20][C:21](=[O:22])[NH:31][CH2:30][CH2:29][CH2:28][CH2:27][OH:26])[c:24]2[cH:25]1. The reactants are MoO3, O=C[C@H](O)[C@H](O)[C@H](O)[C@@H](O)C (6-deoxy-L-talose). Run in O (water). Run at time 9.5 hour. Yields the product O=C[C@@H](O)[C@H](O)[C@H](O)[C@@H](O)C (L-fucose). Yield: 52.0%. As a reaction SMILES: [O:1]=[CH:2][C@@H:3]([C@@H:5]([C@@H:7]([C@H:9]([CH3:11])[OH:10])[OH:8])[OH:6])[OH:4]>O>[O:1]=[CH:2][C@H:3]([C@@H:5]([C@@H:7]([C@H:9]([CH3:11])[OH:10])[OH:8])[OH:6])[OH:4]. Procedure details: MoO3 (600 mg) was added to a mixture of 6-deoxy-L-talose (100 g) in water (1.5 l). The reaction mixture was stirred for 9.5 h at reflux. At 80° C. resin IRA-67 (SUPELCO, 50 g) was added and the mixture was stirred for further 30 min, filtered and distilled off. The residue was dissolved in isopropanol (400 ml) and directly evaporated. Isobutanol (400 ml) was then added and the mixture was heated under reflux for 10 min and allowed to cool. Crystallization spontaneously occurs or it was promoted ... The reactants are C1CCOC1, Cc1cc(NC(=O)Nc2cc(C)nc3ccccc23)c2ccccc2n1, Cl, Cl, NCCN1CCC(Cc2ccccc2)(C(=O)O)CC1. Product: Cc1cc(NC(=O)NCCN2CCC(Cc3ccccc3)(C(=O)O)CC2)c2ccccc2n1. RXN SMILES: [CH2:48]1[O:49][CH2:50][CH2:51][CH2:52]1.[CH3:22][c:23]1[n:24][c:25]2[cH:26][cH:27][cH:28][cH:29][c:30]2[c:31]([NH:33][C:34](=[O:35])[NH:36][c:37]2[c:38]3[c:39]([cH:40][cH:41][cH:42][cH:43]3)[n:44][c:45]([CH3:46])[cH:47]2)[cH:32]1.[ClH:1].[ClH:2].[NH2:3][CH2:4][CH2:5][N:6]1[CH2:7][CH2:8][C:9]([C:12](=[O:13])[OH:14])([CH2:15][c:16]2[cH:17][cH:18][cH:19][cH:20][cH:21]2)[CH2:10][CH2:11]1>>[NH:3]([CH2:4][CH2:5][N:6]1[CH2:7][CH2:8][C:9]([C:12](=[O:13])[OH:14])([CH2:15][c:16]2[cH:17][cH:18][cH:19][cH:20][cH:21]2)[CH2:10][CH2:11]1)[C:34]([NH:33][c:31]1[c:30]2[c:25]([n:24][c:23]([CH3:22])[cH:32]1)[cH:26][cH:27][cH:28][cH:29]2)=[O:35].